From a dataset of the Open Reaction Database (ORD), a public repository of structured organic reaction records. describe an organic reaction: reactants, conditions, products, and yield Reactants: [H-].[Al+3].[Li+].[H-].[H-].[H-] (lithium aluminium hydride), solution, C1(=CC=CC=C1)C=1NC2=CC=CC=C2C1C(=O)[C@@H]1NCCCC1 ((2-phenyl-1H-indol-3-yl)piperidin-2(R)-ylmethanone). Solvent: O1CCCC1 (tetrahydrofuran), O1CCCC1 (tetrahydrofuran). Conditions: time 10 minute. Product: C1(=CC=CC=C1)C=1NC2=CC=CC=C2C1C[C@@H]1NCCCC1 (2-phenyl-3-(piperidin-2(R)-ylmethyl)-1H-indole). Yield: 51.9%. Reaction SMILES: [C:1]1([C:7]2[NH:8][C:9]3[C:14]([C:15]=2[C:16]([C@H:18]2[CH2:23][CH2:22][CH2:21][CH2:20][NH:19]2)=O)=[CH:13][CH:12]=[CH:11][CH:10]=3)[CH:6]=[CH:5][CH:4]=[CH:3][CH:2]=1.[H-].[Al+3].[Li+].[H-].[H-].[H-]>O1CCCC1>[C:1]1([C:7]2[NH:8][C:9]3[C:14]([C:15]=2[CH2:16][C@H:18]2[CH2:23][CH2:22][CH2:21][CH2:20][NH:19]2)=[CH:13][CH:12]=[CH:11][CH:10]=3)[CH:2]=[CH:3][CH:4]=[CH:5][CH:6]=1 |f:1.2.3.4.5.6|. Procedure: To a suspension of 2.4 g (7.9 mmol) of (2-phenyl-1H-indol-3-yl)piperidin-2(R)-ylmethanone in anhydrous tetrahydrofuran (15 ml) under an atmosphere of nitrogen was added cautiously over 5 min a solution of lithium aluminium hydride (12.5 ml of a 1M solution in tetrahydrofuran, 12.5 mmol) at 0° C. The mixture was heated under reflux for 13 hr, after which it was cooled and quenched by careful addition of water (0.5 ml), 4N NaOH (0.5 ml), and water (1.5 ml). The mixture was stirred for 10 min then ... The reactants are COC(=O)c1ccc([N+](=O)[O-])c(O)c1, Cl, CC(C)OC(=O)N=NC(=O)OC(C)C, C1CCOC1, c1ccc(P(c2ccccc2)c2ccccc2)cc1, OCc1cccnc1. Yields the product COC(=O)c1ccc([N+](=O)[O-])c(OCc2cccnc2)c1. As a reaction SMILES: [CH3:1][O:2][C:3]([c:4]1[cH:5][c:6]([OH:13])[c:7]([N+:10](=[O:11])[O-:12])[cH:8][cH:9]1)=[O:14].[ClH:61].[O:42]=[C:43]([O:44][CH:45]([CH3:46])[CH3:47])[N:48]=[N:49][C:50]([O:51][CH:52]([CH3:53])[CH3:54])=[O:55].[O:56]1[CH2:57][CH2:58][CH2:59][CH2:60]1.[c:15]1([P:16]([c:17]2[cH:18][cH:19][cH:20][cH:21][cH:22]2)[c:23]2[cH:24][cH:25][cH:26][cH:27][cH:28]2)[cH:29][cH:30][cH:31][cH:32][cH:33]1.[n:34]1[cH:35][c:36]([CH2:40][OH:41])[cH:37][cH:38][cH:39]1>>[CH3:1][O:2][C:3]([c:4]1[cH:5][c:6]([O:13][CH2:40][c:36]2[cH:35][n:34][cH:39][cH:38][cH:37]2)[c:7]([N+:10](=[O:11])[O-:12])[cH:8][cH:9]1)=[O:14]. Starting materials: C(#N)C1CN(C1)S(=O)(=O)N (3-cyanoazetidine-1-sulfonamide), N1(CCC1)S(=O)(=O)N (azetidine-1-sulfonamide), C12(CC3CC(CC(C1)C3)C2)COC2=CC(=C(C(=O)O)C=C2C2CC2)F (4-(adamantan-1-ylmethoxy)-5-cyclopropyl-2-fluorobenzoic acid), C1(CC1)C=1C(=CC(=C(C(=O)O)C1)F)OCC12CC3(CC(CC(C1)C3)C2)OC(C(F)(F)F)=O (5-cyclopropyl-2-fluoro-4-((3-(2,2,2-trifluoroacetoxy)adamantan-1-yl)methoxy)benzoic acid). Yields the product FC(C(=O)OC12CC3(CC(CC(C1)C3)C2)COC2=C(C=C(C(=C2)F)C(NS(=O)(=O)N2CCC2)=O)C2CC2)(F)F (3-((4-((azetidin-1-ylsulfonyl)carbamoyl)-2-cyclopropyl-5-fluorophenoxy)-methyl)adamantan-1-yl 2,2,2-trifluoroacetate), solid. Isolated yield 47.0%. Reaction SMILES: C12(COC3C(C4CC4)=CC(C(O)=O)=C(F)C=3)CC3CC(CC(C3)C1)C2.[CH:26]1([C:29]2[C:30]([O:39][CH2:40][C:41]34[CH2:50][CH:45]5[CH2:46][CH:47]([CH2:49][C:43]([O:51][C:52](=[O:57])[C:53]([F:56])([F:55])[F:54])([CH2:44]5)[CH2:42]3)[CH2:48]4)=[CH:31][C:32]([F:38])=[C:33]([CH:37]=2)[C:34](O)=[O:35])[CH2:28][CH2:27]1.C([CH:60]1[CH2:63][N:62]([S:64]([NH2:67])(=[O:66])=[O:65])[CH2:61]1)#N.N1(S(N)(=O)=O)CCC1>>[F:56][C:53]([F:54])([F:55])[C:52]([O:51][C:43]12[CH2:49][CH:47]3[CH2:46][CH:45]([CH2:50][C:41]([CH2:40][O:39][C:30]4[CH:31]=[C:32]([F:38])[C:33]([C:34](=[O:35])[NH:67][S:64]([N:62]5[CH2:63][CH2:60][CH2:61]5)(=[O:66])=[O:65])=[CH:37][C:29]=4[CH:26]4[CH2:27][CH2:28]4)([CH2:48]3)[CH2:42]1)[CH2:44]2)=[O:57]. Reported procedure: Following the procedure as described in Example 230 and making variations as required to replace 4-(adamantan-1-ylmethoxy)-5-cyclopropyl-2-fluorobenzoic acid with 5-cyclopropyl-2-fluoro-4-((3-(2,2,2-trifluoroacetoxy)adamantan-1-yl)methoxy)benzoic acid and to replace 3-cyanoazetidine-1-sulfonamide with azetidine-1-sulfonamide, the title compound was obtained as colorless solid (0.22 g, 47%): 1H NMR (300 MHz, DMSO-d6) δ 11.62 (s, 1H), 7.17 (d, J=8.3 Hz, 1H), 6.95 (d, J=12.9 Hz, 1H), 4.05 (t, J=7.7... Starting materials: C1(=CC=CC=C1)S(=O)(=O)C1=C(NC2=CC=C(C=C12)Cl)C(=O)O (3-phenylsulfonyl-5-chloroindole-2-carboxylic acid), CN1C=C(CCN)N=C1 (1-methylhistamine). Product: CN1C=NC(=C1)CCNC(=O)C=1NC2=CC=C(C=C2C1S(=O)(=O)C1=CC=CC=C1)Cl (N-[2-(1-methylimidazol-4-yl)ethyl]-3-phenylsulfonyl-5-chloroindole-2-carboxamide). Reaction SMILES: [C:1]1([S:7]([C:10]2[C:18]3[C:13](=[CH:14][CH:15]=[C:16]([Cl:19])[CH:17]=3)[NH:12][C:11]=2[C:20](O)=[O:21])(=[O:9])=[O:8])[CH:6]=[CH:5][CH:4]=[CH:3][CH:2]=1.[CH3:23][N:24]1[CH:31]=[N:30][C:26]([CH2:27][CH2:28][NH2:29])=[CH:25]1>>[CH3:23][N:24]1[CH:25]=[C:26]([CH2:27][CH2:28][NH:29][C:20]([C:11]2[NH:12][C:13]3[C:18]([C:10]=2[S:7]([C:1]2[CH:2]=[CH:3][CH:4]=[CH:5][CH:6]=2)(=[O:8])=[O:9])=[CH:17][C:16]([Cl:19])=[CH:15][CH:14]=3)=[O:21])[N:30]=[CH:31]1. Procedure details: Reaction of 3-phenylsulfonyl-5-chloroindole-2-carboxylic acid with 1-methylhistamine under the conditions of Example 37 provides the title compound.